From a dataset of the Open Reaction Database (ORD), a public repository of structured organic reaction records. describe an organic reaction: reactants, conditions, products, and yield Reactants: CCN(CC)c1ccc(OB([O-])[O-])cc1, CN(Cc1ccc(NC(=O)C2=Cc3cc(Br)ccc3S(=O)(=O)CC2)cc1)C1CCOCC1, O=C([O-])[O-], CCO, [K+], [K+], O, Cc1ccccc1. Yields the product CCN(CC)c1ccc(-c2ccc3c(c2)C=C(C(=O)Nc2ccc(CN(C)C4CCOCC4)cc2)CCS3(=O)=O)cc1. As a reaction SMILES: [B:33]([O-:34])([O-:46])[O:47][c:35]1[cH:36][cH:37][c:38]([N:41]([CH2:42][CH3:43])[CH2:44][CH3:45])[cH:39][cH:40]1.[Br:1][c:2]1[cH:3][cH:4][c:5]2[c:6]([cH:32]1)[CH:7]=[C:8]([C:14](=[O:15])[NH:16][c:17]1[cH:18][cH:19][c:20]([CH2:23][N:24]([CH:25]3[CH2:26][CH2:27][O:28][CH2:29][CH2:30]3)[CH3:31])[cH:21][cH:22]1)[CH2:9][CH2:10][S:11]2(=[O:12])=[O:13].[C:48](=[O:49])([O-:50])[O-:51].[CH2:55]([OH:56])[CH3:57].[K+:52].[K+:53].[OH2:54].[c:58]1([CH3:59])[cH:60][cH:61][cH:62][cH:63][cH:64]1>>[c:2]1(-[c:35]2[cH:36][cH:37][c:38]([N:41]([CH2:42][CH3:43])[CH2:44][CH3:45])[cH:39][cH:40]2)[cH:3][cH:4][c:5]2[c:6]([cH:32]1)[CH:7]=[C:8]([C:14](=[O:15])[NH:16][c:17]1[cH:18][cH:19][c:20]([CH2:23][N:24]([CH:25]3[CH2:26][CH2:27][O:28][CH2:29][CH2:30]3)[CH3:31])[cH:21][cH:22]1)[CH2:9][CH2:10][S:11]2(=[O:12])=[O:13]. The reactants are IC1=C(C=C(C=2N(C(=NC21)C2=CC=C(C=C2)C(C)C)CCOC)OC)C=O (4-iodo-2-(4-isopropyl-phenyl)-7-methoxy-1-(2-methoxy-ethyl)-1H-benzoimidazole-5-carbaldehyde), COC1=C(C=CC=C1)[Mg]Br (2-methoxyphenyl-magnesium bromide). Product: IC1=C(C=C(C=2N(C(=NC21)C2=CC=C(C=C2)C(C)C)CCOC)OC)C(O)C2=C(C=CC=C2)OC ([4-Iodo-2-(4-isopropyl-phenyl)-7-methoxy-1-(2-methoxy-ethyl)-1H-benzoimidazol-5-yl]-(2-methoxy-phenyl)-methanol). As a reaction SMILES: [I:1][C:2]1[C:10]2[N:9]=[C:8]([C:11]3[CH:16]=[CH:15][C:14]([CH:17]([CH3:19])[CH3:18])=[CH:13][CH:12]=3)[N:7]([CH2:20][CH2:21][O:22][CH3:23])[C:6]=2[C:5]([O:24][CH3:25])=[CH:4][C:3]=1[CH:26]=[O:27].[CH3:28][O:29][C:30]1[CH:35]=[CH:34][CH:33]=[CH:32][C:31]=1[Mg]Br>>[I:1][C:2]1[C:10]2[N:9]=[C:8]([C:11]3[CH:12]=[CH:13][C:14]([CH:17]([CH3:19])[CH3:18])=[CH:15][CH:16]=3)[N:7]([CH2:20][CH2:21][O:22][CH3:23])[C:6]=2[C:5]([O:24][CH3:25])=[CH:4][C:3]=1[CH:26]([C:31]1[CH:32]=[CH:33][CH:34]=[CH:35][C:30]=1[O:29][CH3:28])[OH:27]. Procedure: The title compound is prepared from 4-iodo-2-(4-isopropyl-phenyl)-7-methoxy-1-(2-methoxy-ethyl)-1H-benzoimidazole-5-carbaldehyde and 2-methoxyphenyl-magnesium bromide as described in example 35. Reactants: [BH4-], CCCCCN(CCC12CC3CC(CC(C3)C1)C2)C(=O)COCC(=O)OC, CCOC(C)=O, CO, [Na+], O. Yields the product CCCCCN(CCC12CC3CC(CC(C3)C1)C2)C(=O)COCCO. RXN SMILES: [BH4-:1].[C:3]12([CH2:13][CH2:14][N:15]([C:16]([CH2:17][O:18][CH2:19][C:20](=[O:21])[O:22][CH3:23])=[O:24])[CH2:25][CH2:26][CH2:27][CH2:28][CH3:29])[CH2:4][CH:5]3[CH2:6][CH:7]([CH2:8][CH:9]([CH2:10]1)[CH2:11]3)[CH2:12]2.[CH3:31][CH2:32][O:33][C:34](=[O:35])[CH3:36].[CH3:37][OH:38].[Na+:2].[OH2:30]>>[C:3]12([CH2:13][CH2:14][N:15]([C:16]([CH2:17][O:18][CH2:19][CH2:20][OH:21])=[O:24])[CH2:25][CH2:26][CH2:27][CH2:28][CH3:29])[CH2:4][CH:5]3[CH2:6][CH:7]([CH2:8][CH:9]([CH2:10]1)[CH2:11]3)[CH2:12]2.